Dataset: the Open Reaction Database (ORD), a public repository of structured organic reaction records. Task: describe an organic reaction: reactants, conditions, products, and yield The reactants are [BH4-].[Na+] (sodium borohydride), ClC=1C(=NC=C(C1)C(F)(F)F)C(NC(C)=O)C#N (N-[[3-chloro-5-(trifluoromethyl)-2-pyridinyl](cyano)methyl]acetamide), C(OC(C)(C)C)(OC(C)(C)C)=O (diterbutyl carbonate), nickel chloride (II)—hexahydrate, C(C)(=O)OCC (ethyl acetate). Run in CO (methanol), O (water). Run at time 8 hour. Product: C(C)(=O)NC(CNC(OC(C)(C)C)=O)C1=NC=C(C=C1Cl)C(F)(F)F (tert-butyl 2-(acetylamino)-2-[3-chloro-5-(trifluoromethyl)-2-pyridinyl]ethylcarbamate). Reaction SMILES: [Cl:1][C:2]1[C:3]([CH:12]([C:17]#[N:18])[NH:13][C:14](=[O:16])[CH3:15])=[N:4][CH:5]=[C:6]([C:8]([F:11])([F:10])[F:9])[CH:7]=1.[C:19](=O)([O:25]C(C)(C)C)[O:20][C:21]([CH3:24])([CH3:23])[CH3:22].[BH4-].[Na+].C(OCC)(=O)C>CO.O>[C:14]([NH:13][CH:12]([C:3]1[C:2]([Cl:1])=[CH:7][C:6]([C:8]([F:11])([F:9])[F:10])=[CH:5][N:4]=1)[CH2:17][NH:18][C:19](=[O:25])[O:20][C:21]([CH3:24])([CH3:23])[CH3:22])(=[O:16])[CH3:15] |f:2.3|. Procedure details: 5.00 g of N-[[3-chloro-5-(trifluoromethyl)-2-pyridinyl](cyano)methyl]acetamide (0.018 mol), 7.86 g (0.036 mol) of diterbutyl carbonate, 4.28 g (0.018 mol) of nickel chloride (II)—hexahydrate are stirred in 25 mL of methanol at room temperature. 3.40 g (0.09 mol) of sodium borohydride are added portionwise. The reaction mixture is stirred overnight. 200 mL of ethyl acetate are added, followed by 50 mL of water. After separation, the aqueous phase id extracted twice 50 mL of ethyl acetate. Starting materials: BrC=1C=C(C=CC1)C1=NC(=CC(=N1)C=1SC(=CC1)Cl)C(F)(F)F (2-(3-bromo-phenyl)-4-(5-chloro-thiophen-2-yl)-6-trifluoromethyl-pyrimidine), NC1=NC=C(C=N1)B1OC(C(O1)(C)C)(C)C (2-amino-5-(4,4,5,5-tetramethyl-1,3,2-dioxaborolan-2-yl)pyrimidine). Product: ClC1=CC=C(S1)C1=NC(=NC(=C1)C(F)(F)F)C=1C=C(C=CC1)C=1C=NC(=NC1)N (5{-3-[4-(5-Chloro-thiophen-2-yl)-6-trifluoromethyl-pyrimidin-2-yl]-phenyl}-pyrimidin-2-ylamine), solid. Isolated yield 23.0%. RXN SMILES: Br[C:2]1[CH:3]=[C:4]([C:8]2[N:13]=[C:12]([C:14]3[S:15][C:16]([Cl:19])=[CH:17][CH:18]=3)[CH:11]=[C:10]([C:20]([F:23])([F:22])[F:21])[N:9]=2)[CH:5]=[CH:6][CH:7]=1.[NH2:24][C:25]1[N:30]=[CH:29][C:28](B2OC(C)(C)C(C)(C)O2)=[CH:27][N:26]=1>>[Cl:19][C:16]1[S:15][C:14]([C:12]2[CH:11]=[C:10]([C:20]([F:23])([F:22])[F:21])[N:9]=[C:8]([C:4]3[CH:3]=[C:2]([C:28]4[CH:27]=[N:26][C:25]([NH2:24])=[N:30][CH:29]=4)[CH:7]=[CH:6][CH:5]=3)[N:13]=2)=[CH:18][CH:17]=1. Procedure: The title compound was prepared from 2-(3-bromo-phenyl)-4-(5-chloro-thiophen-2-yl)-6-trifluoromethyl-pyrimidine (example B.3) (0.31 g, 0.74 mmol) and commercially available 2-amino-5-(4,4,5,5-tetramethyl-1,3,2-dioxaborolan-2-yl)pyrimidine (0.18 g, 0.81 mmol) according to the general procedure III. Obtained as a light yellow solid (0.075 g, 23%). MS (ISP) 434.2 [(M+H)+]; mp 228° C. Starting materials: FC(C1=NC2=C(C=CC=C2C(=C1)Br)C(F)(F)F)(F)F (2,8-bis-(trifluoromethyl)-4-bromo-quinoline), [Cl-].[Al+3].[Cl-].[Cl-] (aluminum-chloride). Solvent: C(=S)=S (carbon disulfide). Yields the product ClC(C1=NC2=C(C=CC=C2C(=C1)Br)C(F)(F)F)(Cl)Cl (2-Trichloromethyl-8-trifluoromethyl-4-bromo-quinoline). Reaction SMILES: F[C:2](F)(F)[C:3]1[CH:12]=[C:11]([Br:13])[C:10]2[C:5](=[C:6]([C:14]([F:17])([F:16])[F:15])[CH:7]=[CH:8][CH:9]=2)[N:4]=1.[Cl-:20].[Al+3].[Cl-:22].[Cl-:23]>C(=S)=S>[Cl:20][C:2]([Cl:23])([Cl:22])[C:3]1[CH:12]=[C:11]([Br:13])[C:10]2[C:5](=[C:6]([C:14]([F:17])([F:16])[F:15])[CH:7]=[CH:8][CH:9]=2)[N:4]=1 |f:1.2.3.4|. Reported procedure: 3.4 g of 2,8-bis-(trifluoromethyl)-4-bromo-quinoline, 1.5 g of freshly sublimated aluminum-chloride are allowed to stand in 30 ml of abs. carbon disulfide for a night at room temperature. The organic phase is washed with 50 ml of 10 percent icy hydrochloric acid, 2×50 ml of water, dried and evaporated. The residue is recrystallized from aqueous methanol.